Dataset: the Open Reaction Database (ORD), a public repository of structured organic reaction records. Task: describe an organic reaction: reactants, conditions, products, and yield Starting materials: ice, C(O)([O-])=O.[Na+] (sodium hydrogencarbonate), B(F)(F)F.CCOCC (boron trifluoride etherate), OCC(CC=1C=C(CC=2N=C(OC2C)C2=CC=CC=C2)C=CC1)CO (4-{3-[2,2-bis-(hydroxymethyl)ethyl]benzyl}-5-methyl-2-phenyloxazole), CCC(C(=O)[O-])=O (methylpyruvate). The solvent is C(C)#N (acetonitrile). Yields the product CC1(OCC(CO1)CC1=CC(=CC=C1)CC=1N=C(OC1C)C1=CC=CC=C1)C(=O)OC (Methyl 2-methyl-5-{3-[(5-methyl-2-phenyloxazol-4-yl)methyl]benzyl}-1,3-dioxane-2-carboxylate). The yield is 49.9%. RXN SMILES: [OH:1][CH2:2][CH:3]([CH2:24][OH:25])[CH2:4][C:5]1[CH:6]=[C:7]([CH:21]=[CH:22][CH:23]=1)[CH2:8][C:9]1[N:10]=[C:11]([C:15]2[CH:20]=[CH:19][CH:18]=[CH:17][CH:16]=2)[O:12][C:13]=1[CH3:14].C[CH2:27][C:28](=O)[C:29]([O-:31])=[O:30].B(F)(F)F.[CH3:37]COCC.C(=O)([O-])O.[Na+]>C(#N)C>[CH3:27][C:28]1([C:29]([O:31][CH3:37])=[O:30])[O:1][CH2:2][CH:3]([CH2:4][C:5]2[CH:23]=[CH:22][CH:21]=[C:7]([CH2:8][C:9]3[N:10]=[C:11]([C:15]4[CH:20]=[CH:19][CH:18]=[CH:17][CH:16]=4)[O:12][C:13]=3[CH3:14])[CH:6]=2)[CH2:24][O:25]1 |f:2.3,4.5|. Reported procedure: To 5 ml of acetonitrile, 297 mg of 4-{3-[2,2-bis-(hydroxymethyl)ethyl]benzyl}-5-methyl-2-phenyloxazole and 369 mg of methylpyruvate were added. To the mixture was added 544 mg of boron trifluoride etherate (about 47%) with stirring at room temperature, and stirred for 14 hours at room temperature. The reaction solution was poured into an ice-cold water solution of sodium hydrogencarbonate and extracted with ethyl acetate. The organic layer was washed with brine, dried over anhydrous magnesium su... Starting materials: ice, C(C1=CC=CC=C1)(=O)NC(=S)NC1=CC(=CC(=C1)Br)OCC1=CC=CC=C1 (1-benzoyl-3-(3-benzyloxy-5-bromo-phenyl)thiourea), [OH-].[Na+] (NaOH). Run in C1CCOC1 (THF), O (H2O), O (water). Run at temperature 65 celsius, time 15 hour. Yields the product C(C1=CC=CC=C1)OC=1C=C(C=C(C1)Br)NC(=S)N ((3-Benzyloxy-5-bromo-phenyl)-thiourea). Isolated yield 93.3%. RXN SMILES: C([NH:9][C:10]([NH:12][C:13]1[CH:18]=[C:17]([Br:19])[CH:16]=[C:15]([O:20][CH2:21][C:22]2[CH:27]=[CH:26][CH:25]=[CH:24][CH:23]=2)[CH:14]=1)=[S:11])(=O)C1C=CC=CC=1.[OH-].[Na+]>C1COCC1.O>[CH2:21]([O:20][C:15]1[CH:14]=[C:13]([NH:12][C:10]([NH2:9])=[S:11])[CH:18]=[C:17]([Br:19])[CH:16]=1)[C:22]1[CH:23]=[CH:24][CH:25]=[CH:26][CH:27]=1 |f:1.2|. Procedure details: To an ice-cold solution of 1-benzoyl-3-(3-benzyloxy-5-bromo-phenyl)thiourea (33.0 g, 74.70 mmol) in THF (500.0 mL) was added a solution of NaOH (15.0 g, 375.0 mmol) in H2O (180.0 mL). The resulting reaction mixture was stirred at 65° C. for 15 h. The reaction mass was then cooled to room temperature, added water and extracted with EtOAc (3×1.0 L). The combined organics was washed with water, dried over anhydrous Na2SO4 and concentrated under reduced pressure to get the desired compound (23.50 g,... Starting materials: CS(=O)(=O)O, Nc1cccc(Cl)c1, CCOC(=O)c1cnc(Cl)c2cc[nH]c12, C1COCCO1. Product: CCOC(=O)c1cnc(Nc2cccc(Cl)c2)c2cc[nH]c12. RXN SMILES: [CH3:24][S:25](=[O:26])(=[O:27])[OH:28].[Cl:16][c:17]1[cH:18][c:19]([NH2:20])[cH:21][cH:22][cH:23]1.[Cl:1][c:2]1[n:3][cH:4][c:5]([C:11](=[O:12])[O:13][CH2:14][CH3:15])[c:6]2[c:7]1[cH:8][cH:9][nH:10]2.[O:29]1[CH2:30][CH2:31][O:32][CH2:33][CH2:34]1>>[c:2]1([NH:20][c:19]2[cH:18][c:17]([Cl:16])[cH:23][cH:22][cH:21]2)[n:3][cH:4][c:5]([C:11](=[O:12])[O:13][CH2:14][CH3:15])[c:6]2[c:7]1[cH:8][cH:9][nH:10]2. Reactants: [Al], ClC(Cl)(Cl)Cl, CN(C)C=O, COc1cc(OC)c(OC)cc1C=O, Cl, Br[Pb]Br. Product: COc1cc(OC)c(C(O)C(Cl)(Cl)Cl)cc1OC. As a reaction SMILES: [Al:4].[C:20]([Cl:21])([Cl:22])([Cl:23])[Cl:24].[CH3:25][N:26]([CH3:27])[CH:28]=[O:29].[CH3:5][O:6][c:7]1[c:8]([CH:9]=[O:10])[cH:11][c:12]([O:17][CH3:18])[c:13]([O:15][CH3:16])[cH:14]1.[ClH:19].[Pb:1]([Br:2])[Br:3]>>[CH3:5][O:6][c:7]1[c:8]([CH:9]([OH:10])[C:20]([Cl:21])([Cl:22])[Cl:23])[cH:11][c:12]([O:17][CH3:18])[c:13]([O:15][CH3:16])[cH:14]1.